Dataset: the Open Reaction Database (ORD), a public repository of structured organic reaction records. Task: describe an organic reaction: reactants, conditions, products, and yield Procedure: To a solution of (3R*,4S*)-6,7-diamino-3,4-dihydro-2,2-dimethyl-4-(2-phenylethylamino)-2H-benzopyran-3-ol (1.5 g, 4.58 mmol) in ethanol (30 mL), 40% aqueous glyoxal solution (997 mg, 6.87 mmol) was added, and the resulting mixture was stirred at room temperature for 30 minutes. Upon the completion of the reaction, ethyl acetate was added thereto, the resulting solution was washed with saturated aqueous sodium hydrogencarbonate solution and then with saturated sodium chloride solution, and then d... Run in C(C)O (ethanol). The yield is 74.0%. Product: CC1([C@@H]([C@H](C2=C(C=C3N=CC=NC3=C2)O1)NCCC1=CC=CC=C1)O)C ((8R*,9S*)-7,7-dimethyl-9-[(2-phenylethyl)amino]-8,9-dihydro-7H-pyrano[2,3-g]quinoxalin-8-ol). Run at time 30 minute. RXN SMILES: [NH2:1][C:2]1[C:3]([NH2:24])=[CH:4][C:5]2[O:10][C:9]([CH3:12])([CH3:11])[C@H:8]([OH:13])[C@@H:7]([NH:14][CH2:15][CH2:16][C:17]3[CH:22]=[CH:21][CH:20]=[CH:19][CH:18]=3)[C:6]=2[CH:23]=1.[CH:25]([CH:27]=O)=O.C(OCC)(=O)C>C(O)C>[CH3:12][C:9]1([CH3:11])[O:10][C:5]2[CH:4]=[C:3]3[C:2](=[CH:23][C:6]=2[C@H:7]([NH:14][CH2:15][CH2:16][C:17]2[CH:22]=[CH:21][CH:20]=[CH:19][CH:18]=2)[C@H:8]1[OH:13])[N:1]=[CH:27][CH:25]=[N:24]3. Reactants: NC=1C(=CC2=C([C@@H]([C@H](C(O2)(C)C)O)NCCC2=CC=CC=C2)C1)N ((3R*,4S*)-6,7-diamino-3,4-dihydro-2,2-dimethyl-4-(2-phenylethylamino)-2H-benzopyran-3-ol), C(=O)C=O (glyoxal), C(C)(=O)OCC (ethyl acetate). The reactants are C1COCCO1, COCCCOC(c1ccccc1)C1CCCN(C(=O)OC(C)(C)C)C1, Cl. Product: COCCCOC(c1ccccc1)C1CCCNC1, Cl. RXN SMILES: [CH2:28]1[O:29][CH2:30][CH2:31][O:32][CH2:33]1.[CH3:1][O:2][CH2:3][CH2:4][CH2:5][O:6][CH:7]([CH:8]1[CH2:9][N:10]([C:14]([O:15][C:16]([CH3:17])([CH3:18])[CH3:19])=[O:20])[CH2:11][CH2:12][CH2:13]1)[c:21]1[cH:22][cH:23][cH:24][cH:25][cH:26]1.[ClH:27]>>[CH3:1][O:2][CH2:3][CH2:4][CH2:5][O:6][CH:7]([CH:8]1[CH2:9][NH:10][CH2:11][CH2:12][CH2:13]1)[c:21]1[cH:22][cH:23][cH:24][cH:25][cH:26]1.[ClH:27].